This data is from the Open Reaction Database (ORD), a public repository of structured organic reaction records. The task is: describe an organic reaction: reactants, conditions, products, and yield The reactants are OC1=C(C(=O)C2=CC=CC=C2)C=CC(=C1)O (2,4-dihydroxybenzophenone), C(C)(C)(C)N=NC(CCC(=O)Cl)(C)C#N (4-t-butylazo-4-cyanovaleryl chloride), N1=CC=CC=C1 (pyridine), CCOCC (ether). Solvent: O (water). Conditions: time 0.5 hour. The product is C(C)(C)(C)N=NC(CCC(=O)OC1=CC(=C(C(=O)C2=CC=CC=C2)C=C1)O)(C)C#N (4-(4-t-Butylazo-4-cyanovaleryloxy)-2-hydroxybenzophenone). The yield is 99.0%. Reaction SMILES: [OH:1][C:2]1[CH:15]=[C:14]([OH:16])[CH:13]=[CH:12][C:3]=1[C:4]([C:6]1[CH:11]=[CH:10][CH:9]=[CH:8][CH:7]=1)=[O:5].N1C=CC=CC=1.CCOCC.[C:28]([N:32]=[N:33][C:34]([C:41]#[N:42])([CH3:40])[CH2:35][CH2:36][C:37](Cl)=[O:38])([CH3:31])([CH3:30])[CH3:29]>O>[C:28]([N:32]=[N:33][C:34]([C:41]#[N:42])([CH3:40])[CH2:35][CH2:36][C:37]([O:16][C:14]1[CH:13]=[CH:12][C:3]([C:4]([C:6]2[CH:11]=[CH:10][CH:9]=[CH:8][CH:7]=2)=[O:5])=[C:2]([OH:1])[CH:15]=1)=[O:38])([CH3:31])([CH3:29])[CH3:30]. Reported procedure: To a solution of 4.7 g. (0.022 m) of 2,4-dihydroxybenzophenone and 2.5 ml. of pyridine in 35 ml. of ether in a 4 neck 100 ml. round bottom flask containing a thermometer, condenser and magnetic stirring bar was added 4.0 g. (0.0218 m) of 4-t-butylazo-4-cyanovaleryl chloride dropwise with cooling so the temperature did not rise above 25° C. After completion of the addition the reaction mixture was stirred 1/2 hour at room temperature and then diluted with 100 ml. of water. The ether layer was sep...